From a dataset of the Open Reaction Database (ORD), a public repository of structured organic reaction records. describe an organic reaction: reactants, conditions, products, and yield Starting materials: C(C)(C)(C)OC(=O)N1CC(C(CC1)=O)C(=O)OC (methyl 1-tert-butoxycarbonyl-4-oxo-3-piperidinecarboxylate), CC(C)([O-])C.[K+] (potassium tert-butoxide), ICC (iodoethane). Run in C(C)OCC (diethyl ether), C(C)(C)(C)O (tert-butanol). Yields the product C(C)(C)(C)OC(=O)N1CC(C(CC1)=O)(C(=O)OC)CC (Methyl 1-tert-butoxycarbonyl-4-oxo-3-ethyl-3-piperidinecarboxylate). Isolated yield 99.6%. Reaction SMILES: [C:1]([O:5][C:6]([N:8]1[CH2:13][CH2:12][C:11](=[O:14])[CH:10]([C:15]([O:17][CH3:18])=[O:16])[CH2:9]1)=[O:7])([CH3:4])([CH3:3])[CH3:2].[CH3:19][C:20](C)([O-])C.[K+].ICC>C(O)(C)(C)C.C(OCC)C>[C:1]([O:5][C:6]([N:8]1[CH2:13][CH2:12][C:11](=[O:14])[C:10]([CH2:19][CH3:20])([C:15]([O:17][CH3:18])=[O:16])[CH2:9]1)=[O:7])([CH3:4])([CH3:3])[CH3:2] |f:1.2|. Procedure: A solution of 26 gm (101 mMol) methyl 1-tert-butoxycarbonyl-4-oxo-3-piperidinecarboxylate and 11.9 gm (106 mMol) potassium tert-butoxide in 300 mL tert-butanol was heated to 70° C. under nitrogen. To this solution were then added 23.6 gm (152 mMol) iodoethane over 20 minutes, and the reaction mixture was heated at reflux for about 16 hours. The reaction mixture was then cooled to room temperature and was diluted with diethyl ether. The organics were washed with water, dried over magnesium sulfat... Reactants: Cl.C(C)OC(=N)C1=CC=C(C(=O)OCC)C=C1 (ethyl 4-ethoxycarbonimidoylbenzoate hydrochloride), CNC (dimethylamine). Solvent: C(C)O (ethanol). Reaction conditions: time 5 day. Yields the product CN(C(=N)C1=CC=C(C(=O)OCC)C=C1)C (ethyl 4-(N,N-dimethylamidino)benzoate). Reaction SMILES: Cl.C(O[C:5]([C:7]1[CH:17]=[CH:16][C:10]([C:11]([O:13][CH2:14][CH3:15])=[O:12])=[CH:9][CH:8]=1)=[NH:6])C.[CH3:18][NH:19][CH3:20]>C(O)C>[CH3:18][N:19]([CH3:20])[C:5]([C:7]1[CH:17]=[CH:16][C:10]([C:11]([O:13][CH2:14][CH3:15])=[O:12])=[CH:9][CH:8]=1)=[NH:6] |f:0.1|. Procedure details: 1 g (3.9 mmol) of ethyl 4-ethoxycarbonimidoylbenzoate hydrochloride was stirred in a mixture of 3 ml of ethanol and 10 ml of 50% aqueous dimethylamine solution overnight. Then the solvent was evaporated, and 10 ml of dioxane containing 4 N hydrogen chloride and 1 ml of ethanol were added to the residue. After stirring at room temperature for 5 days, the solvent was evaporated. 1 N sodium hydroxide was added to the residue. After the extraction with dichloromethane, the organic layer was washed w... Starting materials: OC=1C=C2C=CC(=CC2=CC1)C(=O)O (6-hydroxy-naphthalene-2-carboxylic acid), C(C1=CC=CC=C1)N (benzylamine), C(CCl)Cl (EDC). Solvent: CN(C)C=O (DMF). Reaction conditions: time 16 hour. Product: OC=1C=C2C=CC(=CC2=CC1)C(=O)NCC1=CC=CC=C1 ((6-hydroxy(2-naphthyl))-N-benzylcarboxamide). Reaction SMILES: [OH:1][C:2]1[CH:3]=[C:4]2[C:9](=[CH:10][CH:11]=1)[CH:8]=[C:7]([C:12]([OH:14])=O)[CH:6]=[CH:5]2.[CH2:15]([NH2:22])[C:16]1[CH:21]=[CH:20][CH:19]=[CH:18][CH:17]=1.C(Cl)CCl>CN(C=O)C>[OH:1][C:2]1[CH:3]=[C:4]2[C:9](=[CH:10][CH:11]=1)[CH:8]=[C:7]([C:12]([NH:22][CH2:15][C:16]1[CH:21]=[CH:20][CH:19]=[CH:18][CH:17]=1)=[O:14])[CH:6]=[CH:5]2. Procedure: A solution of 6-hydroxy-naphthalene-2-carboxylic acid (2.0 g, 10.6 mmol, Aldrich) and benzylamine (1.7 g, 15.9 mmol, Aldrich) in DMF (40 mL, Aldrich) at 0° C. was added EDC (3.05 g, 15.9 mmol, Aldrich). The reaction was warmed to RT and stirred for 16 h. The volatile portion was removed in vacuo. The residue was diluted with 100 mL of EtOAc and washed with saturated aqueous NaHCO3 and brine. The organic layer was dried over Na2SO4 and concentrated in vacuo. The residue was dissolved in EtOAc and... Starting materials: [Al+3], [Al+3], C1CCOC1, COc1ccc(N2CCN(c3c(C)c(C)c4c(c3-c3ccc(N(C)C)cc3)C(=O)C(C)(C)O4)CC2)cc1, [Cl-], [Cl-], [Cl-], [H-], [H-], [H-], [H-], [Li+], [Na+], [OH-], O. Product: COc1ccc(N2CCN(c3c(C)c(C)c4c(c3-c3ccc(N(C)C)cc3)CC(C)(C)O4)CC2)cc1. As a reaction SMILES: [Al+3:2].[Al+3:8].[CH2:51]1[O:52][CH2:53][CH2:54][CH2:55]1.[CH3:11][N:12]([c:13]1[cH:14][cH:15][c:16](-[c:19]2[c:20]([N:33]3[CH2:34][CH2:35][N:36]([c:39]4[cH:40][cH:41][c:42]([O:45][CH3:46])[cH:43][cH:44]4)[CH2:37][CH2:38]3)[c:21]([CH3:32])[c:22]([CH3:31])[c:23]3[c:24]2[C:25](=[O:30])[C:26]([CH3:28])([CH3:29])[O:27]3)[cH:17][cH:18]1)[CH3:47].[Cl-:10].[Cl-:7].[Cl-:9].[H-:1].[H-:4].[H-:5].[H-:6].[Li+:3].[Na+:49].[OH-:48].[OH2:50]>>[CH3:11][N:12]([c:13]1[cH:14][cH:15][c:16](-[c:19]2[c:20]([N:33]3[CH2:34][CH2:35][N:36]([c:39]4[cH:40][cH:41][c:42]([O:45][CH3:46])[cH:43][cH:44]4)[CH2:37][CH2:38]3)[c:21]([CH3:32])[c:22]([CH3:31])[c:23]3[c:24]2[CH2:25][C:26]([CH3:28])([CH3:29])[O:27]3)[cH:17][cH:18]1)[CH3:47]. Starting materials: C(C)(C)(C)OC(=O)N1CCC(CC1)OC1=CC=C(NCC2=CC=C3C=CC(=CC3=C2)C#N)C=C1 (7-[[4-[(1-t-butoxycarbonyl-4-piperidyl)oxy]anilino]methyl]-2-naphthalenecarbonitrile), BrCC(=O)Br (bromoacetyl bromide). Yields the product C(C)(C)(C)OC(=O)N1CCC(CC1)OC1=CC=C(C=C1)N(C(CBr)=O)CC1=CC2=CC(=CC=C2C=C1)C#N (N-[4-[(1-t-Butoxycarbonyl-4-piperidyl)oxy]phenyl]-N-[(7-cyano-2-naphthyl)methyl]-2-bromoacetamide). As a reaction SMILES: [C:1]([O:5][C:6]([N:8]1[CH2:13][CH2:12][CH:11]([O:14][C:15]2[CH:34]=[CH:33][C:18]([NH:19][CH2:20][C:21]3[CH:30]=[C:29]4[C:24]([CH:25]=[CH:26][C:27]([C:31]#[N:32])=[CH:28]4)=[CH:23][CH:22]=3)=[CH:17][CH:16]=2)[CH2:10][CH2:9]1)=[O:7])([CH3:4])([CH3:3])[CH3:2].[Br:35][CH2:36][C:37](Br)=[O:38]>>[C:1]([O:5][C:6]([N:8]1[CH2:13][CH2:12][CH:11]([O:14][C:15]2[CH:16]=[CH:17][C:18]([N:19]([CH2:20][C:21]3[CH:22]=[CH:23][C:24]4[C:29](=[CH:28][C:27]([C:31]#[N:32])=[CH:26][CH:25]=4)[CH:30]=3)[C:37](=[O:38])[CH2:36][Br:35])=[CH:33][CH:34]=2)[CH2:10][CH2:9]1)=[O:7])([CH3:4])([CH3:2])[CH3:3]. Procedure details: Starting compound: 7-[[4-[(1-t-butoxycarbonyl-4-piperidyl)oxy]anilino]methyl]-2-naphthalenecarbonitrile, bromoacetyl bromide. Starting materials: CCN1CCOCC1, CCN=C=NCCCN(C)C, COc1cc(OC)c(CN)c(OC)c1, Cc1c(C(=O)O)c(C(C)C)c(Sc2cc(Cl)cc(Cl)c2)n1Cc1ccncc1, ClCCl, Cl, On1nnc2ccccc21. The product is Cc1cc(C(C)C)c(Sc2cc(Cl)cc(Cl)c2)n1Cc1ccncc1. As a reaction SMILES: [CH2:65]([N:66]1[CH2:67][CH2:68][O:69][CH2:70][CH2:71]1)[CH3:72].[CH3:29][CH2:30][N:31]=[C:32]=[N:33][CH2:34][CH2:35][CH2:36][N:37]([CH3:38])[CH3:39].[CH3:51][O:52][c:53]1[cH:54][c:55]([O:56][CH3:57])[cH:58][c:59]([O:60][CH3:61])[c:62]1[CH2:63][NH2:64].[Cl:1][c:2]1[cH:3][c:4]([S:9][c:10]2[c:11]([CH:26]([CH3:27])[CH3:28])[c:12]([C:23]([OH:24])=[O:25])[c:13]([CH3:22])[n:14]2[CH2:15][c:16]2[cH:17][cH:18][n:19][cH:20][cH:21]2)[cH:5][c:6]([Cl:8])[cH:7]1.[Cl:73][CH2:74][Cl:75].[ClH:50].[OH:40][n:41]1[c:42]2[c:43]([cH:44][cH:45][cH:46][cH:47]2)[n:48][n:49]1>>[Cl:1][c:2]1[cH:3][c:4]([S:9][c:10]2[c:11]([CH:26]([CH3:27])[CH3:28])[cH:12][c:13]([CH3:22])[n:14]2[CH2:15][c:16]2[cH:17][cH:18][n:19][cH:20][cH:21]2)[cH:5][c:6]([Cl:8])[cH:7]1.